This data is from the Open Reaction Database (ORD), a public repository of structured organic reaction records. The task is: describe an organic reaction: reactants, conditions, products, and yield Reactants: C1CCOC1, COC(=O)c1cnc(N2CCN(c3nnc(Cc4ccccc4)c(C)c3C)CC2C)cn1, CO, [Li+], [OH-], O. The product is Cc1c(Cc2ccccc2)nnc(N2CCN(c3cnc(C(=O)O)cn3)C(C)C2)c1C. RXN SMILES: [CH2:36]1[O:37][CH2:38][CH2:39][CH2:40]1.[CH3:1][O:2][C:3](=[O:4])[c:5]1[n:6][cH:7][c:8]([N:11]2[CH:12]([CH3:32])[CH2:13][N:14]([c:17]3[n:18][n:19][c:20]([CH2:25][c:26]4[cH:27][cH:28][cH:29][cH:30][cH:31]4)[c:21]([CH3:24])[c:22]3[CH3:23])[CH2:15][CH2:16]2)[n:9][cH:10]1.[CH3:41][OH:42].[Li+:34].[OH-:33].[OH2:35]>>[O:2]=[C:3]([OH:4])[c:5]1[n:6][cH:7][c:8]([N:11]2[CH:12]([CH3:32])[CH2:13][N:14]([c:17]3[n:18][n:19][c:20]([CH2:25][c:26]4[cH:27][cH:28][cH:29][cH:30][cH:31]4)[c:21]([CH3:24])[c:22]3[CH3:23])[CH2:15][CH2:16]2)[n:9][cH:10]1. The reactants are CCO, [H][H], CCCCCCCCCCCCc1ccc(O)c([N+](=O)[O-])c1. Yields the product CCCCCCCCCCCCc1ccc(O)c(N)c1. As a reaction SMILES: [CH3:25][CH2:26][OH:27].[H:23][H:24].[N+:1]([O-:2])(=[O:3])[c:4]1[c:5]([OH:22])[cH:6][cH:7][c:8]([CH2:10][CH2:11][CH2:12][CH2:13][CH2:14][CH2:15][CH2:16][CH2:17][CH2:18][CH2:19][CH2:20][CH3:21])[cH:9]1>>[NH2:1][c:4]1[c:5]([OH:22])[cH:6][cH:7][c:8]([CH2:10][CH2:11][CH2:12][CH2:13][CH2:14][CH2:15][CH2:16][CH2:17][CH2:18][CH2:19][CH2:20][CH3:21])[cH:9]1. Starting materials: CC(=O)N1CCC(C(=O)c2cc(F)ccc2O)CC1, C1CCCCC1, CC(=O)[O-], CCO, CCOC(C)=O, Cl, NO, [NH4+]. The product is CC(=O)N1CCC(C(=NO)c2cc(F)ccc2O)CC1. As a reaction SMILES: [C:1]([CH3:2])(=[O:3])[N:4]1[CH2:5][CH2:6][CH:7]([C:10]([c:11]2[c:12]([OH:18])[cH:13][cH:14][c:15]([F:17])[cH:16]2)=[O:19])[CH2:8][CH2:9]1.[CH2:37]1[CH2:38][CH2:39][CH2:40][CH2:41][CH2:42]1.[CH3:24][C:25](=[O:26])[O-:27].[CH3:28][CH2:29][OH:30].[CH3:31][CH2:32][O:33][C:34](=[O:35])[CH3:36].[ClH:20].[NH2:21][OH:22].[NH4+:23]>>[C:1]([CH3:2])(=[O:3])[N:4]1[CH2:5][CH2:6][CH:7]([C:10]([c:11]2[c:12]([OH:18])[cH:13][cH:14][c:15]([F:17])[cH:16]2)=[N:21][OH:22])[CH2:8][CH2:9]1.